This data is from the Open Reaction Database (ORD), a public repository of structured organic reaction records. The task is: describe an organic reaction: reactants, conditions, products, and yield The yield is 34.6%. Procedure: Use a method similar to the General Procedure 5-1 to couple 7-chloro-3-(2,2,2-trifluoroacetyl)-6-trifluoromethanesulfonyloxy-2,3,4,5-tetrahydro-1H-benzo[d]azepine (250 mg, 0.6 mmol) with (±)-1-(2-fluorophenyl)-ethylamine (206 mg, 1.5 mmol) in toluene (5 mL). Purify the residue by chromatography on silica gel eluting with hexane/EtOAc (9:1 to 1:1) followed by SCX chromatography [pre-wash column with methanol followed by DCM, load material dissolved in DCM, then elute with DCM/2M ammonia in methan... Yields the product ClC1=C(C2=C(CCN(CC2)C(C(F)(F)F)=O)C=C1)NC(C)C1=C(C=CC=C1)F ((±)-7-chloro-6-[1-(2-fluorophenyl)ethylamino]-3-(2,2,2-trifluoroacetyl)-2,3,4,5-tetrahydro-1H-benzo[d]azepine). As a reaction SMILES: [Cl:1][C:2]1[CH:18]=[CH:17][C:5]2[CH2:6][CH2:7][N:8]([C:11](=[O:16])[C:12]([F:15])([F:14])[F:13])[CH2:9][CH2:10][C:4]=2[C:3]=1OS(C(F)(F)F)(=O)=O.[F:27][C:28]1[CH:33]=[CH:32][CH:31]=[CH:30][C:29]=1[CH:34]([NH2:36])[CH3:35]>C1(C)C=CC=CC=1>[Cl:1][C:2]1[CH:18]=[CH:17][C:5]2[CH2:6][CH2:7][N:8]([C:11](=[O:16])[C:12]([F:14])([F:15])[F:13])[CH2:9][CH2:10][C:4]=2[C:3]=1[NH:36][CH:34]([C:29]1[CH:30]=[CH:31][CH:32]=[CH:33][C:28]=1[F:27])[CH3:35]. Run in C1(=CC=CC=C1)C (toluene). Reactants: ClC1=C(C2=C(CCN(CC2)C(C(F)(F)F)=O)C=C1)OS(=O)(=O)C(F)(F)F (7-chloro-3-(2,2,2-trifluoroacetyl)-6-trifluoromethanesulfonyloxy-2,3,4,5-tetrahydro-1H-benzo[d]azepine), FC1=C(C=CC=C1)C(C)N ((±)-1-(2-fluorophenyl)-ethylamine). Starting materials: N[C@]1(C[C@H](CC1)C1=CC=C(C=C1)C#CCCCCCOC)C(=O)OC ((1R,3S)-methyl 1-amino-3-(4-(7-methoxyhept-1-ynyl)phenyl)cyclopentanecarboxylate), [H][H] (hydrogen). The reagents and catalysts are [OH-].[OH-].[Pd+2] (Pearlman's Catalyst). Run in C(C)O (ethanol). Run at time 15 hour. The product is N[C@]1(C[C@H](CC1)C1=CC=C(C=C1)CCCCCCCOC)C(=O)OC ((1R,3S)-methyl 1-amino-3-(4-(7-methoxyheptyl)phenyl)cyclopentanecarboxylate). RXN SMILES: [NH2:1][C@:2]1([C:22]([O:24][CH3:25])=[O:23])[CH2:6][CH2:5][C@H:4]([C:7]2[CH:12]=[CH:11][C:10]([C:13]#[C:14][CH2:15][CH2:16][CH2:17][CH2:18][CH2:19][O:20][CH3:21])=[CH:9][CH:8]=2)[CH2:3]1.[H][H]>C(O)C.[OH-].[OH-].[Pd+2]>[NH2:1][C@:2]1([C:22]([O:24][CH3:25])=[O:23])[CH2:6][CH2:5][C@H:4]([C:7]2[CH:12]=[CH:11][C:10]([CH2:13][CH2:14][CH2:15][CH2:16][CH2:17][CH2:18][CH2:19][O:20][CH3:21])=[CH:9][CH:8]=2)[CH2:3]1 |f:3.4.5|. Reported procedure: (1R,3S)-methyl 1-amino-3-(4-(7-methoxyhept-1-ynyl)phenyl)cyclopentanecarboxylate was taken up in ethanol (14.94 ml). To this was added Pearlman's Catalyst (0.052 g, 0.075 mmol) and the mixture was stirred at ambient temperature under the atmosphere of hydrogen. After about 15 hours, the reaction mixture was filtered through Celite® and the filtrate was concentrated in vacuo to yield (1R,3S)-methyl 1-amino-3-(4-(7-methoxyheptyl)phenyl)cyclopentanecarboxylate (0.48 g, 1.38 mmol) as dark green oil. Procedure details: A solution of 1-(naphthalen-2-yl)-3-(piperidin-1-yl)-9H-fluorene-4-carbonitrile (400 mg) in THF was added sodium hydride (39 mg) and was stirred at 0-5° C. for less than five minutes. After completion, the reaction solvent was evaporated under vacuum and the crude solid obtained was quenched with ice water and subsequently neutralized by dilute HCl. The precipitate thus obtained was filtered and purified on a silica gel column using ethyl acetate-hexane as eluent. Yellow solid; mp 166-167° C.; E... Yields the product C1=C(C=CC2=CC=CC=C12)C1=CC(=C(C=2C3=CC=CC=C3C(C12)=O)C#N)N1CCCCC1 (1-Naphthalen-2-yl-9-oxo-3-piperidin-1-yl-9H-fluorene-4-carbonitrile). Run at temperature 2.5 celsius. The reactants are C1=C(C=CC2=CC=CC=C12)C1=CC(=C(C=2C3=CC=CC=C3CC12)C#N)N1CCCCC1 (1-(naphthalen-2-yl)-3-(piperidin-1-yl)-9H-fluorene-4-carbonitrile), [H-].[Na+] (sodium hydride), C1CCOC1 (THF). Reaction SMILES: [CH:1]1[C:10]2[C:5](=[CH:6][CH:7]=[CH:8][CH:9]=2)[CH:4]=[CH:3][C:2]=1[C:11]1[C:23]2[CH2:22][C:21]3[C:16](=[CH:17][CH:18]=[CH:19][CH:20]=3)[C:15]=2[C:14]([C:24]#[N:25])=[C:13]([N:26]2[CH2:31][CH2:30][CH2:29][CH2:28][CH2:27]2)[CH:12]=1.[H-].[Na+].C1C[O:37]CC1>>[CH:1]1[C:10]2[C:5](=[CH:6][CH:7]=[CH:8][CH:9]=2)[CH:4]=[CH:3][C:2]=1[C:11]1[C:23]2[C:22](=[O:37])[C:21]3[C:16](=[CH:17][CH:18]=[CH:19][CH:20]=3)[C:15]=2[C:14]([C:24]#[N:25])=[C:13]([N:26]2[CH2:31][CH2:30][CH2:29][CH2:28][CH2:27]2)[CH:12]=1 |f:1.2|. The reactants are O=C(c1nc(C(O)c2cccnc2)c[nH]1)c1cn(Cc2ccc(Cl)cc2)c2ccccc12, ClCCl, O=[Mn]=O. The product is O=C(c1cccnc1)c1c[nH]c(C(=O)c2cn(Cc3ccc(Cl)cc3)c3ccccc23)n1. As a reaction SMILES: [Cl:1][c:2]1[cH:3][cH:4][c:5]([CH2:6][n:7]2[cH:8][c:9]([C:16](=[O:17])[c:18]3[nH:19][cH:20][c:21]([CH:23]([c:24]4[cH:25][n:26][cH:27][cH:28][cH:29]4)[OH:30])[n:22]3)[c:10]3[cH:11][cH:12][cH:13][cH:14][c:15]23)[cH:31][cH:32]1.[Cl:33][CH2:34][Cl:35].[O:36]=[Mn:37]=[O:38]>>[Cl:1][c:2]1[cH:3][cH:4][c:5]([CH2:6][n:7]2[cH:8][c:9]([C:16](=[O:17])[c:18]3[nH:19][cH:20][c:21]([C:23]([c:24]4[cH:25][n:26][cH:27][cH:28][cH:29]4)=[O:30])[n:22]3)[c:10]3[cH:11][cH:12][cH:13][cH:14][c:15]23)[cH:31][cH:32]1. The reactants are O (water), [H-].[Na+] (NaH), FC(C(=O)O)(F)F.CN(C)CC1=C2C=CN(C2=CC=C1O)S(=O)(=O)C1=CC=CC=C1 (4-[(Dimethylamino)methyl]-1-(phenylsulfonyl)-1H-indol-5-ol trifluoroacetate), ICC (iodoethane). The solvent is CN(C)C=O (DMF). Yields the product FC(C(=O)O)(F)F.C(C)OC=1C(=C2C=CN(C2=CC1)S(=O)(=O)C1=CC=CC=C1)CN(C)C ({[5-Ethoxy-1-(phenylsulfonyl)-1H-indol-4-yl]methyl}dimethylamine trifluoroacetate). As a reaction SMILES: [H-].[Na+].[F:3][C:4]([F:9])([F:8])[C:5]([OH:7])=[O:6].[CH3:10][N:11]([CH2:13][C:14]1[C:22]([OH:23])=[CH:21][CH:20]=[C:19]2[C:15]=1[CH:16]=[CH:17][N:18]2[S:24]([C:27]1[CH:32]=[CH:31][CH:30]=[CH:29][CH:28]=1)(=[O:26])=[O:25])[CH3:12].I[CH2:34][CH3:35].O>CN(C=O)C>[F:3][C:4]([F:9])([F:8])[C:5]([OH:7])=[O:6].[CH2:34]([O:23][C:22]1[C:14]([CH2:13][N:11]([CH3:10])[CH3:12])=[C:15]2[C:19](=[CH:20][CH:21]=1)[N:18]([S:24]([C:27]1[CH:32]=[CH:31][CH:30]=[CH:29][CH:28]=1)(=[O:25])=[O:26])[CH:17]=[CH:16]2)[CH3:35] |f:0.1,2.3,7.8|. Procedure details: NaH (95%) (101 mg, 4.23 mmol), was added to a solution of 4-[(dimethylamino)methyl]-1-(phenylsulfonyl)-1H-indol-5-ol (700 mg, 2.11 mmol; Example 131) in DMF (20 ml) at ambient temperature. The mixture was stirred for 15 min before iodoethane (0.203 ml, 2.54 mmol) was added. After 1 h water was added and the mixture extracted with Et2O. A small portion was purified on Gilson HPLC using 20-50% MeCN in 0.1% TFA. Yield: 65 mg; colorless oil. MS (ESI+) for C19H22N2O3S m/z 359 (M+H)+. The reactants are C(C)#N (acetonitrile), NC1=CC=C(OC=2C3=C(N=CN2)NC(=C3C)C)C=C1 (4-(4-Aminophenoxy)-5,6-dimethyl-7H-pyrrolo[2,3-d]-pyrimidine), FC1=CC=C(C=C1)N=C=O (4-fluorophenyl isocyanate). Run in C1(=CC=CC=C1)C (toluene). Run at time 1 hour. The product is CC1=C(NC=2N=CN=C(C21)OC2=CC=C(C=C2)NC(=O)NC2=CC=C(C=C2)F)C (N-(4-(5,6-Dimethyl-4-7H-pyrrolo[2,3-d]pyrimidyl)oxyphenyl)-N′-(4-fluorophenyl)urea). RXN SMILES: [NH2:1][C:2]1[CH:19]=[CH:18][C:5]([O:6][C:7]2[C:8]3[C:15]([CH3:16])=[C:14]([CH3:17])[NH:13][C:9]=3[N:10]=[CH:11][N:12]=2)=[CH:4][CH:3]=1.C(#N)C.[F:23][C:24]1[CH:29]=[CH:28][C:27]([N:30]=[C:31]=[O:32])=[CH:26][CH:25]=1>C1(C)C=CC=CC=1>[CH3:16][C:15]1[C:8]2[C:7]([O:6][C:5]3[CH:18]=[CH:19][C:2]([NH:1][C:31]([NH:30][C:27]4[CH:28]=[CH:29][C:24]([F:23])=[CH:25][CH:26]=4)=[O:32])=[CH:3][CH:4]=3)=[N:12][CH:11]=[N:10][C:9]=2[NH:13][C:14]=1[CH3:17]. Procedure: 4-(4-Aminophenoxy)-5,6-dimethyl-7H-pyrrolo[2,3-d]-pyrimidine was dissolved in toluene (16 mg) (0.8 ml) and acetonitrile (0.5 ml) under reflux, and then 4-fluorophenyl isocyanate (7.9 μM) was added. The mixture was stirred for 1 hour and returned to room temperature, and then the reaction system was concentrated, diethyl ether was added to the residue, and the resulting crystals were filtered out. The crystals were washed with diethyl ether to obtain the title compound (5 mg). The reactants are COc1ccc(CC(=O)O)cc1C, CCOC(C)=O, CC(C)(C#N)N=NC(C)(C)C#N, O=C1CCC(=O)N1Br. Yields the product COc1ccc(CC(=O)O)cc1CBr. RXN SMILES: [CH3:21][O:22][c:23]1[c:24]([CH3:33])[cH:25][c:26]([CH2:29][C:30](=[O:31])[OH:32])[cH:27][cH:28]1.[CH3:34][CH2:35][O:36][C:37]([CH3:38])=[O:39].[N:9]#[C:10][C:11]([N:12]=[N:13][C:14]([C:15]#[N:16])([CH3:17])[CH3:18])([CH3:19])[CH3:20].[O:1]=[C:2]1[N:3]([Br:8])[C:4](=[O:5])[CH2:6][CH2:7]1>>[Br:8][CH2:33][c:24]1[c:23]([O:22][CH3:21])[cH:28][cH:27][c:26]([CH2:29][C:30](=[O:31])[OH:32])[cH:25]1.